Dataset: the Open Reaction Database (ORD), a public repository of structured organic reaction records. Task: describe an organic reaction: reactants, conditions, products, and yield Reactants: ice, OC1CN(CC1)C(=O)OC(C)(C)C (tert-butyl 3-hydroxypyrrolidine-1-carboxylate), ON1C(C=2C(C1=O)=CC=CC2)=O (N-hydroxyphthalimide), C1(=CC=CC=C1)P(C1=CC=CC=C1)C1=CC=CC=C1 (triphenylphosphine), N(=NC(=O)OCC)C(=O)OCC (diethyl azodicarboxylate). Solvent: C1CCOC1 (THF), C1CCOC1 (THF). Run at time 3 day. The product is O=C1N(C(C2=CC=CC=C12)=O)OC1CN(CC1)C(=O)OC(C)(C)C (tert-butyl 3-[(1,3-dioxo-1,3-dihydro-2H-isoindol-2-yl)oxy]pyrrolidine-1-carboxylate). Isolated yield 52.5%. As a reaction SMILES: [OH:1][CH:2]1[CH2:6][CH2:5][N:4]([C:7]([O:9][C:10]([CH3:13])([CH3:12])[CH3:11])=[O:8])[CH2:3]1.O[N:15]1[C:19](=[O:20])[C:18]2=[CH:21][CH:22]=[CH:23][CH:24]=[C:17]2[C:16]1=[O:25].C1(P(C2C=CC=CC=2)C2C=CC=CC=2)C=CC=CC=1.N(C(OCC)=O)=NC(OCC)=O>C1COCC1>[O:25]=[C:16]1[C:17]2[C:18](=[CH:21][CH:22]=[CH:23][CH:24]=2)[C:19](=[O:20])[N:15]1[O:1][CH:2]1[CH2:6][CH2:5][N:4]([C:7]([O:9][C:10]([CH3:13])([CH3:12])[CH3:11])=[O:8])[CH2:3]1. Procedure: To an ice-cold solution of tert-butyl 3-hydroxypyrrolidine-1-carboxylate (1.0 g, 5.5 mmol), N-hydroxyphthalimide (0.90 g, 5.5 mmol) and triphenylphosphine (1.4 g, 5.5 mmol) in THF (30 mL) was added a solution of diethyl azodicarboxylate (0.96 mL, 6.1 mmol) in THF (5 mL) dropwise. The stirred reaction mixture was allowed to warm to ambient temperature. After 3 days, most of the THF was removed under reduced pressure. The residue was partitioned between CH2Cl2 (40 mL) and H2O (30 mL). The organic ...